Dataset: the Open Reaction Database (ORD), a public repository of structured organic reaction records. Task: describe an organic reaction: reactants, conditions, products, and yield Starting materials: Cl (hydrochloric acid), FC(C1=CC=NC=C1C(=O)N)(F)F (4-trifluoromethylnicotinamide), C([O-])([O-])=O.[Na+].[Na+] (sodium carbonate). Run in O (Water). Product: FC(C1=CC=NC=C1C(=O)O)(F)F (4-Trifluoromethylnicotinic acid). The yield is 89.7%. Reaction SMILES: Cl.[F:2][C:3]([F:14])([F:13])[C:4]1[C:9]([C:10](N)=[O:11])=[CH:8][N:7]=[CH:6][CH:5]=1.C(=O)([O-])[O-:16].[Na+].[Na+]>O>[F:2][C:3]([F:14])([F:13])[C:4]1[C:9]([C:10]([OH:16])=[O:11])=[CH:8][N:7]=[CH:6][CH:5]=1 |f:2.3.4|. Procedure: 5 ml of 35% concentrated hydrochloric acid (10 ml, 57 mmol) was added to 4-trifluoromethylnicotinamide (90 g, 10 mmol), and the mixture was heated under reflux for 5 hours. Water (50 ml) was added, and the mixture was adjusted to pH 3 using sodium carbonate, and then extracted with ethyl acetate twice. The organic layers were combined, dried over magnesium sulfate and then concentrated under reduced pressure to obtain 1.71 g (yield 89.7%) of the title compound. Starting materials: Br, OCc1ccc(Cc2ccccc2)cc1. Product: BrCc1ccc(Cc2ccccc2)cc1. RXN SMILES: [BrH:16].[CH2:1]([c:2]1[cH:3][cH:4][cH:5][cH:6][cH:7]1)[c:8]1[cH:9][cH:10][c:11]([CH2:12][OH:13])[cH:14][cH:15]1>>[CH2:1]([c:2]1[cH:3][cH:4][cH:5][cH:6][cH:7]1)[c:8]1[cH:9][cH:10][c:11]([CH2:12][Br:16])[cH:14][cH:15]1. The reactants are ClC1=CC(=C(C=C1Cl)N)N (4,5-dichlorophenylenediamine), C(C)(C)(C)OC(CC(C1=CC(=CC=C1)C1=NC=CC=N1)=O)=O (3-oxo-3-(3-pyrimidin-2-yl-phenyl)-propionic acid tert-butyl ester). Solvent: C=1(C(=CC=CC1)C)C (xylene). The product is ClC1=CC2=C(NC(CC(=N2)C2=CC(=CC=C2)C2=NC=CC=N2)=O)C=C1Cl (7,8-Dichloro-4-(3-pyrimidin-2-yl-phenyl)-1,3-dihydro-benzo[b][1,4]diazepin-2-one), solid. As a reaction SMILES: [Cl:1][C:2]1[C:7]([Cl:8])=[CH:6][C:5]([NH2:9])=[C:4]([NH2:10])[CH:3]=1.C([O:15][C:16](=O)[CH2:17][C:18](=O)[C:19]1[CH:24]=[CH:23][CH:22]=[C:21]([C:25]2[N:30]=[CH:29][CH:28]=[CH:27][N:26]=2)[CH:20]=1)(C)(C)C>C1(C)C(C)=CC=CC=1>[Cl:1][C:2]1[C:7]([Cl:8])=[CH:6][C:5]2[NH:9][C:16](=[O:15])[CH2:17][C:18]([C:19]3[CH:24]=[CH:23][CH:22]=[C:21]([C:25]4[N:30]=[CH:29][CH:28]=[CH:27][N:26]=4)[CH:20]=3)=[N:10][C:4]=2[CH:3]=1. Procedure: The title compound was prepared from 4,5-dichlorophenylenediamine (89 mg 0.5 mmol) and 3-oxo-3-(3-pyrimidin-2-yl-phenyl)-propionic acid tert-butyl ester (Example K44) (164 mg, 0.55 mmol) by refluxing in xylene according to the general procedure M. Obtained as a light yellow solid (127 mg). Starting materials: [H-].[H-].[H-].[H-].[Li+].[Al+3] (LAH), CC1(NC(CC(C1)NC1=NC=CC(=N1)C1=CC=C(C=C1)CCC(=O)O)(C)C)C (3-{4-[2-(2,2,6,6-Tetramethyl-piperidin-4-ylamino)-pyrimidin-4-yl]-phenyl}-propionic acid), S(=O)(=O)([O-])[O-].[Na+].[Na+] (sodium sulfate). Solvent: C1CCOC1 (THF). Conditions: temperature 60 celsius, time 1 hour. Yields the product CC1(NC(CC(C1)NC1=NC=CC(=N1)C1=CC=C(C=C1)CCCO)(C)C)C (3-{4-[2-(2,2,6,6-Tetramethyl-piperidin-4-ylamino)-pyrimidin-4-yl]-phenyl}-propan-1-ol). As a reaction SMILES: [CH3:1][C:2]1([CH3:28])[CH2:7][CH:6]([NH:8][C:9]2[N:14]=[C:13]([C:15]3[CH:20]=[CH:19][C:18]([CH2:21][CH2:22][C:23](O)=[O:24])=[CH:17][CH:16]=3)[CH:12]=[CH:11][N:10]=2)[CH2:5][C:4]([CH3:27])([CH3:26])[NH:3]1.[H-].[H-].[H-].[H-].[Li+].[Al+3].S([O-])([O-])(=O)=O.[Na+].[Na+]>C1COCC1>[CH3:26][C:4]1([CH3:27])[CH2:5][CH:6]([NH:8][C:9]2[N:14]=[C:13]([C:15]3[CH:20]=[CH:19][C:18]([CH2:21][CH2:22][CH2:23][OH:24])=[CH:17][CH:16]=3)[CH:12]=[CH:11][N:10]=2)[CH2:7][C:2]([CH3:28])([CH3:1])[NH:3]1 |f:1.2.3.4.5.6,7.8.9|. Procedure: To a suspension of 3-{4-[2-(2,2,6,6-tetramethyl-piperidin-4-ylamino)-pyrimidin-4-yl]-phenyl}-propionic acid (50 mg, 0.13 mmol) (Step A of Example 185) in 1 ml THF was added LAH (1M in THF, 393 μl, 0.393 mmol). The mixture was stirred at 60° C. for 1 hour. A saturated solution of sodium sulfate was added and the aqueous phase was extracted with EtOAc. The crude product was purified using preparative HPLC. Yield: 19 mg (39%). Reactants: OC1=C(C=C2C(=CC=NC2=C1)OC1=C(C=C(C=C1)OC)C(C)=O)OC (1-{2-[(7-Hydroxy-6-methoxy-4-quinolyl)oxy]-5-methoxyphenyl}-1-ethanone), O (Water), BrCCCCl (1-bromo-3-chloropropane), C([O-])([O-])=O.[K+].[K+] (potassium carbonate). The solvent is CN(C=O)C (N,N-dimethylformamide). Run at time 8 hour. The product is ClCCCOC1=C(C=C2C(=CC=NC2=C1)OC1=C(C=C(C=C1)OC)C(C)=O)OC (1-(2-{[7-(3-Chloropropoxy)-6-methoxy-4-quinolyl]oxy}-5-methoxyphenyl)-1-ethanone). The yield is 100.4%. Reaction SMILES: [OH:1][C:2]1[CH:11]=[C:10]2[C:5]([C:6]([O:12][C:13]3[CH:18]=[CH:17][C:16]([O:19][CH3:20])=[CH:15][C:14]=3[C:21](=[O:23])[CH3:22])=[CH:7][CH:8]=[N:9]2)=[CH:4][C:3]=1[O:24][CH3:25].Br[CH2:27][CH2:28][CH2:29][Cl:30].C(=O)([O-])[O-].[K+].[K+].O>CN(C)C=O>[Cl:30][CH2:29][CH2:28][CH2:27][O:1][C:2]1[CH:11]=[C:10]2[C:5]([C:6]([O:12][C:13]3[CH:18]=[CH:17][C:16]([O:19][CH3:20])=[CH:15][C:14]=3[C:21](=[O:23])[CH3:22])=[CH:7][CH:8]=[N:9]2)=[CH:4][C:3]=1[O:24][CH3:25] |f:2.3.4|. Procedure: 1-{2-[(7-Hydroxy-6-methoxy-4-quinolyl)oxy]-5-methoxyphenyl}-1-ethanone (100 mg), 1-bromo-3-chloropropane (138 mg), and potassium carbonate (204 mg) were suspended in N,N-dimethylformamide (3 ml), and the suspension was stirred at room temperature overnight. Water was added to the reaction solution, and the mixture was extracted with ethyl acetate. The ethyl acetate layer was then washed with water and saturated brine and was dried over anhydrous sodium sulfate. The solvent was removed therefrom ... The reactants are O (Water), C(C)C1OC2=C(NC1=O)C=CC(=C2)C(=O)OC (2-ethyl-7-methoxycarbonyl-3-oxo-3,4-dihydro-2-H-1,4-benzoxazine), [H-].[Na+] (sodium hydride), C(C)I (ethyl iodide). Run in C(C)(=O)OCC (ethyl acetate), CN(C=O)C (dimethylformamide). Conditions: time 2 hour. Product: C(C)C1OC2=C(N(C1=O)CC)C=CC(=C2)C(=O)OC (2,4-diethyl-7-methoxycarbonyl-3-oxo-3,4-dihydro-2H-1,4-benzoxazine). The yield is 89.3%. As a reaction SMILES: [CH2:1]([CH:3]1[C:8](=[O:9])[NH:7][C:6]2[CH:10]=[CH:11][C:12]([C:14]([O:16][CH3:17])=[O:15])=[CH:13][C:5]=2[O:4]1)[CH3:2].[H-].[Na+].[CH2:20](I)[CH3:21].O>CN(C)C=O.C(OCC)(=O)C>[CH2:1]([CH:3]1[C:8](=[O:9])[N:7]([CH2:20][CH3:21])[C:6]2[CH:10]=[CH:11][C:12]([C:14]([O:16][CH3:17])=[O:15])=[CH:13][C:5]=2[O:4]1)[CH3:2] |f:1.2|. Procedure details: To a solution of 2-ethyl-7-methoxycarbonyl-3-oxo-3,4-dihydro-2-H-1,4-benzoxazine [prepared in Preparation 9(1)] (6.0 g) in dimethylformamide (60 ml) were added 60% sodium hydride (in oil) (1.02 g) and ethyl iodide (4.37 g) and the mixture was stirred at room temperature for 2 hours. Water was added to the reaction solution and extraction with ethyl acetate was conducted. The solvent was distilled off under reduced pressure and the resulting residue was subjected to purification by column chromat... The reactants are CC(C)C1=CC(=C(C(=C1)C(C)C)C2=C(C=CC=C2)P(C3CCCCC3)C4CCCCC4)C(C)C (XPhos), C([O-])([O-])=O.[K+].[K+] (potassium carbonate), C1(CC1)[B-](F)(F)F.[K+] (potassium cyclopropyltrifluoroborate), ClC=1C=C(C=C2C(CCOC12)(C)C)C=O (8-chloro-4,4-dimethyl-3,4-dihydro-2H-chromene-6-carbaldehyde). Reagents/catalysts: CC(=O)[O-].CC(=O)[O-].[Pd+2] (Pd(OAc)2). Run in C1(CC1)OC (cyclopropylmethyl ether). Run at temperature 100 celsius, time 8 hour. Yields the product C1(CC1)C=1C=C(C=C2C(CCOC12)(C)C)C=O (8-cyclopropyl-4,4-dimethyl-3,4-dihydro-2H-chromene-6-carbaldehyde). As a reaction SMILES: CC(C1C=C(C(C)C)C(C2C=CC=CC=2P(C2CCCCC2)C2CCCCC2)=C(C(C)C)C=1)C.C(=O)([O-])[O-].[K+].[K+].[CH:41]1([B-](F)(F)F)[CH2:43][CH2:42]1.[K+].Cl[C:50]1[CH:51]=[C:52]([CH:62]=[O:63])[CH:53]=[C:54]2[C:59]=1[O:58][CH2:57][CH2:56][C:55]2([CH3:61])[CH3:60]>C1(OC)CC1.CC([O-])=O.CC([O-])=O.[Pd+2]>[CH:41]1([C:50]2[CH:51]=[C:52]([CH:62]=[O:63])[CH:53]=[C:54]3[C:59]=2[O:58][CH2:57][CH2:56][C:55]3([CH3:60])[CH3:61])[CH2:43][CH2:42]1 |f:1.2.3,4.5,8.9.10|. Procedure details: A vial was charged with Pd(OAc)2 (2.40 mg, 10.7 μmol), XPhos (10.2 mg, 0.02 mmol), potassium carbonate (148 mg, 1.07 mmol), potassium cyclopropyltrifluoroborate (58.0 mg, 0.39 mmol) and 8-chloro-4,4-dimethyl-3,4-dihydro-2H-chromene-6-carbaldehyde (80.0 mg, 0.36 mmol). The mixture was dissolved in cyclopropylmethyl ether (2.00 mL) and water (0.20 mL) and purged with Ar. The reaction mixture was then stirred at 100° C. overnight, cooled to room temperature, and filtered through a pad of celite. Th...